Dataset: the Open Reaction Database (ORD), a public repository of structured organic reaction records. Task: describe an organic reaction: reactants, conditions, products, and yield Starting materials: CC1(NC2CCCCC2C(C1)C)C (2,2,4-trimethyl decahydroquinoline), O1CC1CC (1,2-epoxybutane). Solvent: C(C)O (ethanol). Reaction SMILES: [CH3:1][C:2]1([CH3:13])[CH2:11][CH:10]([CH3:12])[CH:9]2[CH:4]([CH2:5][CH2:6][CH2:7][CH2:8]2)[NH:3]1.[O:14]1[CH:16]([CH2:17][CH3:18])[CH2:15]1>C(O)C>[OH:14][CH:16]([CH2:17][CH3:18])[CH2:15][N:3]1[CH:4]2[CH:9]([CH2:8][CH2:7][CH2:6][CH2:5]2)[CH:10]([CH3:12])[CH2:11][C:2]1([CH3:13])[CH3:1]. Product: OC(CN1C(CC(C2CCCCC12)C)(C)C)CC (1-(2'-hydroxybutyl)-2,2,4-trimethyl decahydroquinoline). Reported procedure: Following the procedures given above, 2,2,4-trimethyl decahydroquinoline of about 76% cis structure was reacted with 1,2-epoxybutane in the presence of ethanol to yield 58 grams of 1-(2'-hydroxybutyl)-2,2,4-trimethyl decahydroquinoline, which had a boiling point of 110° - 112° C. at 0.50 mm Hg. Calculated contents for the formula C16H31NO were 75.83% carbon, 12.33% hydrogen, and 5.53% nitrogen and the measured values were 76.55% carbon, 13.13% hydrogen, and 5.49% nitrogen. Reactants: BrC=1C=C(C=CC1Cl)CNC(=O)C1=NC(=CC=C1)C(=O)NCC=1C(=C2C(=NC1CC)N(N=C2)CC)NC2CCOCC2 (N-[(3-bromo-4-chlorophenyl)methyl]-N′-{[1,6-diethyl-4-(tetrahydro-2H-pyran-4-ylamino)-1H-pyrazolo[3,4-b]pyridin-5-yl]methyl}-2,6-pyridinedicarboxamide), CN1CCC(CC1)CC1=CC(=CC=C1)B1OC(C(O1)(C)C)(C)C (1-methyl-4-{[3-(4,4,5,5-tetramethyl-1,3,2-dioxaborolan-2-yl)phenyl]methyl}piperidine), C(=O)([O-])[O-].[Na+].[Na+] (Na2CO3). The reagents and catalysts are C1=CC=C(C=C1)P([C-]2C=CC=C2)C3=CC=CC=C3.C1=CC=C(C=C1)P([C-]2C=CC=C2)C3=CC=CC=C3.Cl[Pd]Cl.[Fe+2] (PdCl2(dppf)). Solvent: O1CCOCC1 (1,4-dioxane), O (water). Conditions: temperature 100 celsius. The product is ClC1=CC=C(C=C1C1=CC(=CC=C1)CC1CCN(CC1)C)CNC(=O)C1=NC(=CC=C1)C(=O)NCC=1C(=C2C(=NC1CC)N(N=C2)CC)NC2CCOCC2 (N-({6-chloro-3′-[(1-methyl-4-piperidinyl)methyl]-3-biphenylyl}methyl)-N′-{[1,6-diethyl-4-(tetrahydro-2H-pyran-4-ylamino)-1H-pyrazolo[3,4-b]pyridin-5-yl]methyl}-2,6-pyridinedicarboxamide). Yield: 17.2%. RXN SMILES: Br[C:2]1[CH:3]=[C:4]([CH2:9][NH:10][C:11]([C:13]2[CH:18]=[CH:17][CH:16]=[C:15]([C:19]([NH:21][CH2:22][C:23]3[C:24]([NH:36][CH:37]4[CH2:42][CH2:41][O:40][CH2:39][CH2:38]4)=[C:25]4[CH:33]=[N:32][N:31]([CH2:34][CH3:35])[C:26]4=[N:27][C:28]=3[CH2:29][CH3:30])=[O:20])[N:14]=2)=[O:12])[CH:5]=[CH:6][C:7]=1[Cl:8].[CH3:43][N:44]1[CH2:49][CH2:48][CH:47]([CH2:50][C:51]2[CH:56]=[CH:55][CH:54]=[C:53](B3OC(C)(C)C(C)(C)O3)[CH:52]=2)[CH2:46][CH2:45]1.C([O-])([O-])=O.[Na+].[Na+]>O1CCOCC1.O.C1C=CC(P(C2C=CC=CC=2)[C-]2C=CC=C2)=CC=1.C1C=CC(P(C2C=CC=CC=2)[C-]2C=CC=C2)=CC=1.Cl[Pd]Cl.[Fe+2]>[Cl:8][C:7]1[C:2]([C:55]2[CH:54]=[CH:53][CH:52]=[C:51]([CH2:50][CH:47]3[CH2:48][CH2:49][N:44]([CH3:43])[CH2:45][CH2:46]3)[CH:56]=2)=[CH:3][C:4]([CH2:9][NH:10][C:11]([C:13]2[CH:18]=[CH:17][CH:16]=[C:15]([C:19]([NH:21][CH2:22][C:23]3[C:24]([NH:36][CH:37]4[CH2:42][CH2:41][O:40][CH2:39][CH2:38]4)=[C:25]4[CH:33]=[N:32][N:31]([CH2:34][CH3:35])[C:26]4=[N:27][C:28]=3[CH2:29][CH3:30])=[O:20])[N:14]=2)=[O:12])=[CH:5][CH:6]=1 |f:2.3.4,7.8.9.10|. Reported procedure: A mixture of N-[(3-bromo-4-chlorophenyl)methyl]-N′-{[1,6-diethyl-4-(tetrahydro-2H-pyran-4-ylamino)-1H-pyrazolo[3,4-b]pyridin-5-yl]methyl}-2,6-pyridinedicarboxamide (50 mg, 0.076 mmol), 1-methyl-4-{[3-(4,4,5,5-tetramethyl-1,3,2-dioxaborolan-2-yl)phenyl]methyl}piperidine (30.6 mg, 0.076 mmol), Na2CO3 (24.27 mg, 0.229 mmol) and PdCl2(dppf) (5.59 mg, 7.63 μmol) was diluted in a mixture of 1,4-dioxane (3 mL) and water (1 mL) in a 2-5 mL Biotage microwave reaction tube. The mixture was degassed by bub... Starting materials: FC1=NC=C(C=C1C1=NC(=NC(=N1)C)N(CC1=CC=C(C=C1)OC)CC1=CC=C(C=C1)OC)CN1CCN(CC1)S(=O)(=O)C (4-(2-fluoro-5-((4-(methylsulfonyl)piperazin-1-yl)methyl)pyridin-3-yl)-N,N-bis(4-methoxybenzyl)-6-methyl-1,3,5-triazin-2-amine), NC1=CC(=C(C=C1)NC(C)=O)F (N-(4-amino-2-fluorophenyl)acetamide), C[Si](C)(C)[N-][Si](C)(C)C.[Li+] (Lithium bis(trimethylsilyl)amide), solution. Solvent: C1CCOC1 (THF), O1CCCC1 (tetrahydrofuran). Run at temperature 0 celsius, time 10 minute. The product is COC1=CC=C(CN(C2=NC(=NC(=N2)C)C=2C(=NC=C(C2)CN2CCN(CC2)S(=O)(=O)C)NC2=CC(=C(C=C2)NC(C)=O)F)CC2=CC=C(C=C2)OC)C=C1 (N-(4-(3-(4-(Bis(4-Methoxybenzyl)Amino)-6-Methyl-1,3,5-Triazin-2-yl)-5-((4-(Methylsulfonyl)Piperazin-1-yl)Methyl)Pyridin-2-Ylamino)-2-Fluorophenyl)Acetamide). The yield is 24.8%. As a reaction SMILES: [NH2:1][C:2]1[CH:7]=[CH:6][C:5]([NH:8][C:9](=[O:11])[CH3:10])=[C:4]([F:12])[CH:3]=1.C[Si]([N-][Si](C)(C)C)(C)C.[Li+].F[C:24]1[C:29]([C:30]2[N:35]=[C:34]([CH3:36])[N:33]=[C:32]([N:37]([CH2:47][C:48]3[CH:53]=[CH:52][C:51]([O:54][CH3:55])=[CH:50][CH:49]=3)[CH2:38][C:39]3[CH:44]=[CH:43][C:42]([O:45][CH3:46])=[CH:41][CH:40]=3)[N:31]=2)=[CH:28][C:27]([CH2:56][N:57]2[CH2:62][CH2:61][N:60]([S:63]([CH3:66])(=[O:65])=[O:64])[CH2:59][CH2:58]2)=[CH:26][N:25]=1>C1COCC1>[CH3:55][O:54][C:51]1[CH:50]=[CH:49][C:48]([CH2:47][N:37]([CH2:38][C:39]2[CH:40]=[CH:41][C:42]([O:45][CH3:46])=[CH:43][CH:44]=2)[C:32]2[N:33]=[C:34]([CH3:36])[N:35]=[C:30]([C:29]3[C:24]([NH:1][C:2]4[CH:7]=[CH:6][C:5]([NH:8][C:9](=[O:11])[CH3:10])=[C:4]([F:12])[CH:3]=4)=[N:25][CH:26]=[C:27]([CH2:56][N:57]4[CH2:62][CH2:61][N:60]([S:63]([CH3:66])(=[O:65])=[O:64])[CH2:59][CH2:58]4)[CH:28]=3)[N:31]=2)=[CH:53][CH:52]=1 |f:1.2|. Reported procedure: A mixture of N-(4-amino-2-fluorophenyl)acetamide (0.110 g, 0.654 mmol) in THF (5 mL) was cooled to 0° C. under N2. Lithium bis(trimethylsilyl)amide, 1.0 M solution in tetrahydrofuran (Aldrich) (0.636 mL, 3.27 mmol) was added and the mixture was stirred at 0° C. for 30 min before 4-(2-fluoro-5-((4-(methylsulfonyl)piperazin-1-yl)methyl)pyridin-3-yl)-N,N-bis(4-methoxybenzyl)-6-methyl-1,3,5-triazin-2-amine (0.447 g, 0.720 mmol) was added. The resulting mixture was stirred at 0° C. for 10 min, and th... Reactants: N(=[N+]=[N-])C1C2=C(OC(C1O)(C)C)C=CS2 (7-Azido-5,6-dihydro-6-hydroxy-5,5-dimethyl-7H-thieno[3,2-b]pyran), [H-].[Al+3].[Li+].[H-].[H-].[H-] (lithium aluminum hydride), resultant mixture. Solvent: C(C)OCC (diethyl ether). Yields the product NC1C2=C(OC(C1O)(C)C)C=CS2 (7-Amino-5.6-dihydro-6-hydroxy-5,5-dimethyl-7H-thieno[3,2-b]-pyran). Yield: 92.7%. RXN SMILES: [N:1]([CH:4]1[CH:9]([OH:10])[C:8]([CH3:12])([CH3:11])[O:7][C:6]2[CH:13]=[CH:14][S:15][C:5]1=2)=[N+]=[N-].[H-].[Al+3].[Li+].[H-].[H-].[H-]>C(OCC)C>[NH2:1][CH:4]1[CH:9]([OH:10])[C:8]([CH3:11])([CH3:12])[O:7][C:6]2[CH:13]=[CH:14][S:15][C:5]1=2 |f:1.2.3.4.5.6|. Procedure details: 7-Azido-5,6-dihydro-6-hydroxy-5,5-dimethyl-7H-thieno[3,2-b]pyran (2.0 g, 8.88 mmol) Was added carefully in small portions to a mixture of lithium aluminum hydride (0.67 g, 17.8 mmol) in diethyl ether (40ml). The resultant mixture was stirred an additional 1 h at rt and quenched with successive dropwise addition of water (0.7 ml), 15% aqueous sodium hydroxide (0.7 ml) and water (2.0 ml). The aluminum salts were removed by filtration and the ether solution was dried over magnesium sulfate. The sol... The reactants are N1=C2C(=NO1)C(=CC=C2)C2C(=C(NC(=C2C(=O)OCC)C(F)(F)F)C(OCC)OCC)C(=O)OCC (diethyl 4-(4-benzofurazanyl)-2-(diethoxymethyl)-1,4-dihydro-6-(trifluoromethyl)-3,5-pyridinedicarboxylate), Cl (hydrochloric acid), CC(C)O (2-propanol), C(C)(=O)OCC (ethyl acetate). Run in O1CCCC1 (tetrahydrofuran). Yields the product N1=C2C(=NO1)C(=CC=C2)C2C(=C(NC(=C2C(=O)OCC)C(F)(F)F)C=O)C(=O)OCC (Diethyl 4-(4-benzofurazanyl)-2-formyl-1,4-dihydro-6-(trifluoromethyl)-3,5-pyridinedicarboxylate). Yield: 7.1%. RXN SMILES: [N:1]1[O:5][N:4]=[C:3]2[C:6]([CH:10]3[C:15]([C:16]([O:18][CH2:19][CH3:20])=[O:17])=[C:14]([C:21]([F:24])([F:23])[F:22])[NH:13][C:12]([CH:25](OCC)[O:26]CC)=[C:11]3[C:32]([O:34][CH2:35][CH3:36])=[O:33])=[CH:7][CH:8]=[CH:9][C:2]=12.Cl.C(OCC)(=O)C.CC(O)C>O1CCCC1>[N:1]1[O:5][N:4]=[C:3]2[C:6]([CH:10]3[C:15]([C:16]([O:18][CH2:19][CH3:20])=[O:17])=[C:14]([C:21]([F:24])([F:23])[F:22])[NH:13][C:12]([CH:25]=[O:26])=[C:11]3[C:32]([O:34][CH2:35][CH3:36])=[O:33])=[CH:7][CH:8]=[CH:9][C:2]=12. Procedure details: To a solution of diethyl 4-(4-benzofurazanyl)-2-(diethoxymethyl)-1,4-dihydro-6-(trifluoromethyl)-3,5-pyridinedicarboxylate (7.6 g, 14.5 mmoles) in tetrahydrofuran (100 ml) was added 25% aqueous hydrochloric acid solution (100 ml) and the resulting solution heated at reflux. After 1.5 hours the cooled solution was poured into ethyl acetate (200 ml). The organic phase was separated and washed with water, saturated aqueous sodium bicarbonate solution, brine and dried (MgSO4). Evaporation of the sol... The reactants are CC1(NC2=CC=CC=C2C(=C1)C)C (1,2-dihydro-2,2,4-trimethylquinoline), C(Cl)Cl (methylene chloride), C(Cl)Cl (methylene chloride), C(C(=O)Cl)(=O)Cl (oxalyl chloride), resultant solution. The solvent is C(Cl)(Cl)Cl (chloroform). Run at time 4 hour. The product is CC1(N2C3=C(C=CC=C3C(=C1)C)C(C2=O)=O)C (4,4,6-Trimethyl-4H-pyrrolo[3,2,1-ij]quinolin-1,2-dione). Reaction SMILES: [CH3:1][C:2]1([CH3:13])[CH:11]=[C:10]([CH3:12])[C:9]2[C:4](=[CH:5][CH:6]=[CH:7][CH:8]=2)[NH:3]1.C(Cl)Cl.[C:17](Cl)(=[O:21])[C:18](Cl)=[O:19]>C(Cl)(Cl)Cl>[CH3:1][C:2]1([CH3:13])[CH:11]=[C:10]([CH3:12])[C:9]2[C:4]3=[C:5]([C:17](=[O:21])[C:18](=[O:19])[N:3]13)[CH:6]=[CH:7][CH:8]=2. Procedure details: A solution of 1,2-dihydro-2,2,4-trimethylquinoline (34.6 g., 0.2 mole) in 50 ml. dry methylene chloride was added slowly dropwise to oxalyl chloride (26.4 g., 0.21 mole) in 300 ml. dry methylene chloride. Addition required 45 min., and when complete the resultant solution was stirred at ambient temperature 4 hrs. and refluxed 2 hrs. The dark red solution was freed of solvent at reduced pressure and the very dark solid residue taken up in chloroform. Dilution with ligroine and chilling produced a... Reported procedure: 6-ethoxycarbonyl-2-methylbenzothiazole (2.09 g) prepared according to the method described in J. Gen. Chem. vol. 5, pp. 260-266 (1945) was subjected to bromination with NBS (1.78 g) in carbon tetrachloride (30 mg). Then, the product was caused to react with dimethylamine to yield a new compound of 6-ethoxycarbonyl-2-dimethylaminomethylbenzothiazole (0.8 g). Then, the compound was provided with the same treatment as that described in Examples 49-51 to yield 6-[(2-aminoethyl)thiomethyl]-2-(dimethy... Yield: 32.0%. Reactants: C(C)OC(=O)C1=CC2=C(N=C(S2)C)C=C1 (6-ethoxycarbonyl-2-methylbenzothiazole), C1CC(=O)N(C1=O)Br (NBS), CNC (dimethylamine). Solvent: C(Cl)(Cl)(Cl)Cl (carbon tetrachloride). Reaction SMILES: [CH2:1]([O:3][C:4]([C:6]1[CH:15]=[CH:14][C:9]2[N:10]=[C:11]([CH3:13])[S:12][C:8]=2[CH:7]=1)=[O:5])[CH3:2].C1[C:21](=O)[N:20](Br)[C:18](=O)C1.CNC>C(Cl)(Cl)(Cl)Cl>[CH2:1]([O:3][C:4]([C:6]1[CH:15]=[CH:14][C:9]2[N:10]=[C:11]([CH2:13][N:20]([CH3:21])[CH3:18])[S:12][C:8]=2[CH:7]=1)=[O:5])[CH3:2]. The product is C(C)OC(=O)C1=CC2=C(N=C(S2)CN(C)C)C=C1 (6-ethoxycarbonyl-2-dimethylaminomethylbenzothiazole). Starting materials: O=C[C@H](O)[C@@H](O)[C@H](O)[C@H](O)CO (glucose), C(C1=CC=CC=C1)(=O)N1CC(CC1)O (N-benzoyl-3-hydroxypyrrolidine). Product: C(C1=CC=CC=C1)(=O)N1CCCC1 (N-benzoylpyrrolidine), O=C[C@H](O)[C@@H](O)[C@H](O)[C@H](O)CO (glucose). The yield is 3.0%. As a reaction SMILES: [O:1]=[CH:2][C@@H:3]([C@H:5]([C@@H:7]([C@@H:9]([CH2:11][OH:12])[OH:10])[OH:8])[OH:6])[OH:4].[C:13]([N:21]1[CH2:25][CH2:24][CH:23](O)[CH2:22]1)(=[O:20])[C:14]1[CH:19]=[CH:18][CH:17]=[CH:16][CH:15]=1>>[C:13]([N:21]1[CH2:25][CH2:24][CH2:23][CH2:22]1)(=[O:20])[C:14]1[CH:19]=[CH:18][CH:17]=[CH:16][CH:15]=1.[O:1]=[CH:2][C@@H:3]([C@H:5]([C@@H:7]([C@@H:9]([CH2:11][OH:12])[OH:10])[OH:8])[OH:6])[OH:4]. Reported procedure: It has been found that presence of 2–3% glucose in the reaction mixture increases the yield. As shown in table 7, 73% of N-benzoyl-3-hydroxypyrrolidine can be obtained by hydroxylation of N-benzoylpyrrolidine (2 mM) with 3.9 g/L of cells of HXN-200 in the presence of glucose (3%).